This data is from the Open Reaction Database (ORD), a public repository of structured organic reaction records. The task is: describe an organic reaction: reactants, conditions, products, and yield The reactants are CCOC(=O)C.CCCCCC (EtOAc hexane), C(C)(C)OC=1C=C(C=C(C1)C(F)(F)F)C1=NN(C=N1)\C=C/C(=O)NN ((Z)-3-(3-(3-isopropoxy-5-(trifluoromethyl)phenyl)-1H-1,2,4-triazol-1-yl)acrylohydrazide), COC(OC)OC (trimethylorthoformate), CS(=O)(=O)O (methanesulphonic acid), ice water. Run in C1CCOC1 (THF). The product is C(C)(C)OC=1C=C(C=C(C1)C(F)(F)F)C1=NN(C=N1)\C=C/C=1OC=NN1 ((Z)-2-(2-(3-(3-isopropoxy-5-(trifluoromethyl)phenyl)-1H-1,2,4-triazol-1-yl)vinyl)-1,3,4-oxadiazole). Isolated yield 13.4%. RXN SMILES: [CH:1]([O:4][C:5]1[CH:6]=[C:7]([C:15]2[N:19]=[CH:18][N:17](/[CH:20]=[CH:21]\[C:22]([NH:24][NH2:25])=[O:23])[N:16]=2)[CH:8]=[C:9]([C:11]([F:14])([F:13])[F:12])[CH:10]=1)([CH3:3])[CH3:2].[CH3:26]OC(OC)OC.CS(O)(=O)=O.CCOC(C)=O.CCCCCC>C1COCC1>[CH:1]([O:4][C:5]1[CH:6]=[C:7]([C:15]2[N:19]=[CH:18][N:17](/[CH:20]=[CH:21]\[C:22]3[O:23][CH:26]=[N:25][N:24]=3)[N:16]=2)[CH:8]=[C:9]([C:11]([F:13])([F:14])[F:12])[CH:10]=1)([CH3:3])[CH3:2] |f:3.4|. Procedure details: In a 25-mL, 3N round-bottomed flask equipped with nitrogen inlet, and a rubber septum, (Z)-3-(3-(3-isopropoxy-5-(trifluoromethyl)phenyl)-1H-1,2,4-triazol-1-yl)acrylohydrazide (0.29 g, 1.0 eq.) was dissolved in THF (7.5 mL, 26V), added trimethylorthoformate (0.095 g, 1.1 eq) and added methanesulphonic acid (0.048 g, 0.5 eq). The Reaction mixture was refluxed at 70° for 2-3 h. The progress of the reaction was followed by TLC analysis on silica gel with 50% EtOAc-hexane as mobile phase. SM Rf=0.40 ... The reactants are COC(=O)C(=Cc1cnc2ccccc2c1)NC(=O)c1ccc(C(O)C=Cc2cccc(O)c2)cc1Cl, Cl, [Na+], [OH-], O. Yields the product O=C(O)C(=Cc1cnc2ccccc2c1)NC(=O)c1ccc(C(O)C=Cc2cccc(O)c2)cc1Cl. As a reaction SMILES: [CH3:3][O:4][C:5]([C:6](=[CH:7][c:8]1[cH:9][n:10][c:11]2[cH:12][cH:13][cH:14][cH:15][c:16]2[cH:17]1)[NH:18][C:19]([c:20]1[c:21]([Cl:37])[cH:22][c:23]([CH:26]([CH:27]=[CH:28][c:29]2[cH:30][c:31]([OH:35])[cH:32][cH:33][cH:34]2)[OH:36])[cH:24][cH:25]1)=[O:38])=[O:39].[ClH:40].[Na+:2].[OH-:1].[OH2:41]>>[O:4]=[C:5]([C:6](=[CH:7][c:8]1[cH:9][n:10][c:11]2[cH:12][cH:13][cH:14][cH:15][c:16]2[cH:17]1)[NH:18][C:19]([c:20]1[c:21]([Cl:37])[cH:22][c:23]([CH:26]([CH:27]=[CH:28][c:29]2[cH:30][c:31]([OH:35])[cH:32][cH:33][cH:34]2)[OH:36])[cH:24][cH:25]1)=[O:38])[OH:39]. Starting materials: FC1=C(C=CC=C1O)C(C)=O (1-(2-fluoro-3-hydroxy-phenyl)-ethanone), C[Mg]Br (methyl magnesium bromide), Cl (hydrochloric acid). The solvent is O1CCCC1 (tetrahydrofuran), C(C)OCC (diethyl ether), C(C)OCC (diethyl ether). Run at temperature -78 celsius, time 10 minute. The product is FC1=C(C=CC=C1C(C)(C)O)O (2-fluoro-3-(1-hydroxy-1-methyl-ethyl)-phenol). Isolated yield 100.0%. RXN SMILES: [F:1][C:2]1[C:7]([OH:8])=[CH:6][CH:5]=[CH:4][C:3]=1[C:9](=[O:11])[CH3:10].[CH3:12][Mg]Br.Cl>O1CCCC1.C(OCC)C>[F:1][C:2]1[C:3]([C:9]([OH:11])([CH3:12])[CH3:10])=[CH:4][CH:5]=[CH:6][C:7]=1[OH:8]. Procedure details: To a solution of 1-(2-fluoro-3-hydroxy-phenyl)-ethanone (8.50 g, 55.0 mmol) in tetrahydrofuran (80 mL) was slowly added a methyl magnesium bromide solution in diethyl ether (3.0 M, 46.5 mL, 0.15 mol) at −78° C. The resulting mixture was stirred at −78° C. for 10 min and then allowed to come to room temperature and stirred for an additional 40 min. The reaction mixture was diluted with diethyl ether (100 mL) and cooled in an ice bath before an aqueous hydrochloric acid solution (1N, 200 mL) was a... Starting materials: CCO, Cl, CCOC(=O)c1cn(C2CC2)c2c(F)c(F)c(F)c(N)c2c1=O. Product: Nc1c(F)c(F)c(F)c2c1c(=O)c(C(=O)O)cn2C1CC1. Reaction SMILES: [CH3:25][CH2:26][OH:27].[ClH:24].[NH2:1][c:2]1[c:3]2[c:4](=[O:23])[c:5]([C:18](=[O:19])[O:20][CH2:21][CH3:22])[cH:6][n:7]([CH:15]3[CH2:16][CH2:17]3)[c:8]2[c:9]([F:14])[c:10]([F:13])[c:11]1[F:12]>>[NH2:1][c:2]1[c:3]2[c:4](=[O:23])[c:5]([C:18](=[O:19])[OH:20])[cH:6][n:7]([CH:15]3[CH2:16][CH2:17]3)[c:8]2[c:9]([F:14])[c:10]([F:13])[c:11]1[F:12]. Starting materials: CC(C)OB(OC(C)C)OC(C)C, CCc1ccccc1, CCCCCC, CC(C)[N-]C(C)C, [Cl-], Cl, CCCCCCCCOc1ccc(-c2cccc(F)n2)cc1, [Li+], [Na+], C1CCOC1, C1CCOC1. Product: CCCCCCCCOc1ccc(-c2ccc(O)c(F)n2)cc1. As a reaction SMILES: [B:31]([O:32][CH:41]([CH3:42])[CH3:43])([O:33][CH:34]([CH3:35])[CH3:36])[O:37][CH:38]([CH3:39])[CH3:40].[CH2:47]([c:48]1[cH:49][cH:50][cH:51][cH:52][cH:53]1)[CH3:54].[CH3:55][CH2:56][CH2:57][CH2:58][CH2:59][CH3:60].[CH:1]([N-:2][CH:3]([CH3:4])[CH3:5])([CH3:6])[CH3:7].[Cl-:46].[ClH:44].[F:9][c:10]1[n:11][c:12](-[c:16]2[cH:17][cH:18][c:19]([O:22][CH2:23][CH2:24][CH2:25][CH2:26][CH2:27][CH2:28][CH2:29][CH3:30])[cH:20][cH:21]2)[cH:13][cH:14][cH:15]1.[Li+:8].[Na+:45].[O:61]1[CH2:62][CH2:63][CH2:64][CH2:65]1.[O:66]1[CH2:67][CH2:68][CH2:69][CH2:70]1>>[F:9][c:10]1[n:11][c:12](-[c:16]2[cH:17][cH:18][c:19]([O:22][CH2:23][CH2:24][CH2:25][CH2:26][CH2:27][CH2:28][CH2:29][CH3:30])[cH:20][cH:21]2)[cH:13][cH:14][c:15]1[OH:32]. The product is CC1(CC(C2=C(N3C(S2)=NC(=C3)C3=CC=CC=C3)C1)=O)C (6,6-Dimethyl-8-Keto-2-Phenyl-5,6,7,8-Tetrahydroimidazo[2,1-b]Benzothiazole). Reported procedure: A 0.08 m. quantity each of 2-amino-5,5-dimethyl-7-keto-4,5,6,7-tetrahydrobenzothiazole and α-bromoacetophenone are mixed in 150 ml. of chloroform and heated at reflux for 4 hours. The slurry is filtered hot and the insoluble intermediate product is suspended in 600 ml. of water containing 25 g. of sodium acetate. This suspension is heated slowly to boil over 21/2 hours, then allowed to cool. The product is filtered off, washed well with water and dried yielding 12.5 g. of product melting at 175°... Solvent: C(Cl)(Cl)Cl (chloroform). As a reaction SMILES: [NH2:1][C:2]1[S:3][C:4]2[C:10](=[O:11])[CH2:9][C:8]([CH3:13])([CH3:12])[CH2:7][C:5]=2[N:6]=1.Br[CH2:15][C:16]([C:18]1[CH:23]=[CH:22][CH:21]=[CH:20][CH:19]=1)=O>C(Cl)(Cl)Cl>[CH3:12][C:8]1([CH3:13])[CH2:7][C:5]2[N:6]3[CH:15]=[C:16]([C:18]4[CH:23]=[CH:22][CH:21]=[CH:20][CH:19]=4)[N:1]=[C:2]3[S:3][C:4]=2[C:10](=[O:11])[CH2:9]1. The reactants are NC=1SC2=C(N1)CC(CC2=O)(C)C (2-amino-5,5-dimethyl-7-keto-4,5,6,7-tetrahydrobenzothiazole), BrCC(=O)C1=CC=CC=C1 (α-bromoacetophenone), product.